From a dataset of the Open Reaction Database (ORD), a public repository of structured organic reaction records. describe an organic reaction: reactants, conditions, products, and yield Starting materials: [CH-]1C=CC=C1.[CH-]1C=CC=C1.[Fe+2] (ferrocene), C(C=C)[Si](Cl)(Cl)CCCCCC (allyl -n-hexyldichlorosilane). Reaction conditions: time 2 hour. Product: Cl[Si](CC(C)[C-]1C=CC=C1)(CCCCC)Cl.[CH-]1C=CC=C1.[Fe+2] ((3,3-dichloro-1-methyl-3-silaoctyl)ferrocene). Isolated yield 26.0%. As a reaction SMILES: [CH-:1]1[CH:5]=[CH:4][CH:3]=[CH:2]1.[CH-:6]1[CH:10]=[CH:9][CH:8]=[CH:7]1.[Fe+2:11].[CH2:12]([Si:15]([CH2:18][CH2:19][CH2:20][CH2:21][CH2:22]C)([Cl:17])[Cl:16])[CH:13]=[CH2:14]>>[Cl:16][Si:15]([Cl:17])([CH2:18][CH2:19][CH2:20][CH2:21][CH3:22])[CH2:12][CH:13]([C-:1]1[CH:5]=[CH:4][CH:3]=[CH:2]1)[CH3:14].[CH-:6]1[CH:10]=[CH:9][CH:8]=[CH:7]1.[Fe+2:11] |f:0.1.2,4.5.6|. Procedure: In the same apparatus and procedures as EXAMPLE 1, 0.60 g(3.22 mmol) of ferrocene was reacted with 1.45 g(6.44 mmol) of allyl -n-hexyldichlorosilane under the dry nitrogen atmospheric pressure for 2 hrs. After the addition of the catalyst solution, the reaction mixture was stirred for 2 hrs to complete the alkylation. The solvent was distilled off at atmospheric pressure and the products were then extracted with 20.0 mL of hexane. By vacuum distillation of the reaction products at 300° C. and at...